This data is from the Open Reaction Database (ORD), a public repository of structured organic reaction records. The task is: describe an organic reaction: reactants, conditions, products, and yield The reactants are CC#N, ON=CCc1ccccc1, [O-]Cl, Cl, [Na+]. Product: ON=C(Cl)Cc1ccccc1. RXN SMILES: [CH3:15][C:16]#[N:17].[CH:1]([CH2:2][c:3]1[cH:4][cH:5][cH:6][cH:7][cH:8]1)=[N:9][OH:10].[Cl:12][O-:13].[ClH:11].[Na+:14]>>[C:1]([CH2:2][c:3]1[cH:4][cH:5][cH:6][cH:7][cH:8]1)(=[N:9][OH:10])[Cl:11]. Starting materials: CO, CN1C2CCCC1CC(=O)C2, Cl, NO. The product is CN1C2CCCC1CC(=NO)C2, Cl. Reaction SMILES: [CH3:15][OH:16].[CH3:1][N:2]1[CH:3]2[CH2:4][C:5](=[O:11])[CH2:6][CH:7]1[CH2:8][CH2:9][CH2:10]2.[ClH:12].[NH2:13][OH:14]>>[CH3:1][N:2]1[CH:3]2[CH2:4][C:5](=[N:13][OH:14])[CH2:6][CH:7]1[CH2:8][CH2:9][CH2:10]2.[ClH:12]. The reactants are Cl.C(C1=CC=CC=C1)C1=C(NC2=C1C(=NC=C2)OCC2=CC=C(C=C2)Cl)C (3-benzyl-2-methyl-4-(4-chlorobenzyloxy)-1H-pyrrolo[3,2-c]pyridine hydrochloride), C([O-])(O)=O.[Na+] (sodium bicarbonate). The product is C(C1=CC=CC=C1)C1=C(NC2=C1C(=NC=C2)OCC2=CC=C(C=C2)Cl)C (3-benzyl-2-methyl-4-(4-chlorobenzyloxy)-1H-pyrrolo[3,2-c]pyridine). Yield: 98.5%. As a reaction SMILES: Cl.[CH2:2]([C:9]1[C:13]2[C:14]([O:18][CH2:19][C:20]3[CH:25]=[CH:24][C:23]([Cl:26])=[CH:22][CH:21]=3)=[N:15][CH:16]=[CH:17][C:12]=2[NH:11][C:10]=1[CH3:27])[C:3]1[CH:8]=[CH:7][CH:6]=[CH:5][CH:4]=1.C(=O)(O)[O-].[Na+]>>[CH2:2]([C:9]1[C:13]2[C:14]([O:18][CH2:19][C:20]3[CH:21]=[CH:22][C:23]([Cl:26])=[CH:24][CH:25]=3)=[N:15][CH:16]=[CH:17][C:12]=2[NH:11][C:10]=1[CH3:27])[C:3]1[CH:4]=[CH:5][CH:6]=[CH:7][CH:8]=1 |f:0.1,2.3|. Procedure details: The compound (30 mg, 0.066 mmol) prepared in Example 77 was treated with a saturated sodium bicarbonate solution to obtain 3-benzyl-2-methyl-4-(4-chlorobenzyloxy)-1H-pyrrolo[3,2-c]pyridine (24 mg, 0.065 mmol). Sodium hydride (60%, 4.9 mg, 0.118 mmol) was added at room temperature to a solution of 3-benzyl-2-methyl-4-(4-chlorobenzyloxy)-1H-pyrrolo[3,2-c]pyridine (24 mg, 0.065 mmol) in N,N-dimethylformamide (1 ml) and then the reaction mixture was stirred for 30 minutes. Iodomethane (0.007 ml, 0.1... Starting materials: C[Si](C)(C)C#C (Trimethylsilylacetylene), C(C)C1=NN(C2=C1N=C(NC2=O)C=2C(=NC=C(C2)I)OCCC)CCN2CCOCC2 (3-Ethyl-5-(5-iodo-2-propoxy-3-pyridinyl)-1-[2-(4-morpholinyl)ethyl]-1,6-dihydro-7H-pyrazolo[4,3-d]pyrimidin-7-one), resultant mixture, C[Si](C)(C)C#C (trimethylsilylacetylene), C(C)#N (Acetonitrile). The reagents and catalysts are C1=CC=C(C=C1)P(C2=CC=CC=C2)C3=CC=CC=C3.C1=CC=C(C=C1)P(C2=CC=CC=C2)C3=CC=CC=C3.Cl[Pd]Cl (bis(triphenylphosphine)palladium (II) chloride), [Cu]I (copper (I) iodide). The solvent is C(C)N(CC)CC (triethylamine). Run at time 10 hour. The product is C(C)C1=NN(C2=C1N=C(NC2=O)C=2C(=NC=C(C2)C#C[Si](C)(C)C)OCCC)CCN2CCOCC2 (3-Ethyl-1-[2-(4-morpholinyl)ethyl]-5-{2-propoxy-5-[(trimethylsilyl)ethynyl]-3-pyridinyl}-1,6-dihydro-7H-pyrazolo[4,3-d]pyrimidin-7-one). The yield is 16.1%. As a reaction SMILES: [CH3:1][Si:2]([C:5]#[CH:6])([CH3:4])[CH3:3].[CH2:7]([C:9]1[C:13]2[N:14]=[C:15]([C:19]3[C:20]([O:26][CH2:27][CH2:28][CH3:29])=[N:21][CH:22]=[C:23](I)[CH:24]=3)[NH:16][C:17](=[O:18])[C:12]=2[N:11]([CH2:30][CH2:31][N:32]2[CH2:37][CH2:36][O:35][CH2:34][CH2:33]2)[N:10]=1)[CH3:8].C(#N)C>C(N(CC)CC)C.C1C=CC(P(C2C=CC=CC=2)C2C=CC=CC=2)=CC=1.C1C=CC(P(C2C=CC=CC=2)C2C=CC=CC=2)=CC=1.Cl[Pd]Cl.[Cu]I>[CH2:7]([C:9]1[C:13]2[N:14]=[C:15]([C:19]3[C:20]([O:26][CH2:27][CH2:28][CH3:29])=[N:21][CH:22]=[C:23]([C:6]#[C:5][Si:2]([CH3:4])([CH3:3])[CH3:1])[CH:24]=3)[NH:16][C:17](=[O:18])[C:12]=2[N:11]([CH2:30][CH2:31][N:32]2[CH2:37][CH2:36][O:35][CH2:34][CH2:33]2)[N:10]=1)[CH3:8] |f:4.5.6|. Procedure details: Trimethylsilylacetylene (0.39 mL, 2.79 mmol) was added to a solution of the title compound of example 5 (1.0 g, 1.86 mmol) in triethylamine (20 mL). Acetonitrile (1 mL), bis(triphenylphosphine)palladium (II) chloride (33 mg, 2.5 mol %), and copper (I) iodide (9 mg, 2.5 mol %) were added and the resultant mixture stirred at room temperature for 1 h after which further trimethylsilylacetylene (0.39 mL, 2.79 mmol) was added and the mixture stirred for 10 h. After removal of the solvent in vacuo, th... Reactants: Cl (hydrochloric acid), OC=1C=C(C=CC(=O)O)C=C(C1O)[N+](=O)[O-] (3,4-dihydroxy-5-nitrocinnamic acid), C(C)(C)OC(C)C (isopropyl ether). Solvent: CO (methanol). Yields the product OC=1C=C(C=CC(=O)OC)C=C(C1O)[N+](=O)[O-] (methyl 3,4-dihydroxy-5-nitrocinnamate). As a reaction SMILES: [OH:1][C:2]1[CH:3]=[C:4]([CH:10]=[C:11]([N+:14]([O-:16])=[O:15])[C:12]=1[OH:13])[CH:5]=[CH:6][C:7]([OH:9])=[O:8].Cl.[CH:18](OC(C)C)(C)C>CO>[OH:1][C:2]1[CH:3]=[C:4]([CH:10]=[C:11]([N+:14]([O-:16])=[O:15])[C:12]=1[OH:13])[CH:5]=[CH:6][C:7]([O:9][CH3:18])=[O:8]. Procedure: 2.25 g of 3,4-dihydroxy-5-nitrocinnamic acid are dissolved in 50 ml of methanol and hydrochloric acid gas is introduced into this solution for 10 minutes. After 1 hour 50 ml of isopropyl ether are added thereto, and the separated precipitate is filtered under suction and washed with isopropyl ether. After recrystallization from methanol/ether there is obtained methyl 3,4-dihydroxy-5-nitrocinnamate in the form of yellow crystals of m.p. 186°-187°. Reactants: NCCC(=O)O (β-Alanine), C1(=CC=CC=C1)CCOCC=O ([2-phenylethoxy]acetaldehyde), C(CC#N)#N (malononitrile). The solvent is C(C)O (ethanol). Run at time 3 hour. The product is C1(=CC=CC=C1)CCOCC=C(C#N)C#N (2-[2-Phenylethoxy]ethylidene propanedinitrile). The yield is 56.6%. As a reaction SMILES: NCCC(O)=O.[C:7]1([CH2:13][CH2:14][O:15][CH2:16][CH:17]=O)[CH:12]=[CH:11][CH:10]=[CH:9][CH:8]=1.[C:19](#[N:23])[CH2:20][C:21]#[N:22]>C(O)C>[C:7]1([CH2:13][CH2:14][O:15][CH2:16][CH:17]=[C:20]([C:19]#[N:23])[C:21]#[N:22])[CH:12]=[CH:11][CH:10]=[CH:9][CH:8]=1. Procedure details: β-Alanine (0.6 g) was added to a solution of [2-phenylethoxy]acetaldehyde (8.0 g) and malononitrile (3.5 g) in ethanol (100 ml). The mixture was stirred at room temperature for 3 hours. The solid was filtered off, washed with fresh ethanol and dried to yield the subtitled compound (5.85g, 54%).